This data is from the Open Reaction Database (ORD), a public repository of structured organic reaction records. The task is: describe an organic reaction: reactants, conditions, products, and yield Product: ClC=1N=CNC1C(=O)NCC1=C(C(=C(C=C1)Cl)OC1=C(C=C(C(=C1)C#N)F)[N+](=O)[O-])F (4-chloro-N-({4-chloro-3-[(5-cyano-4-fluoro-2-nitrophenyl)oxy]-2-fluorophenyl}methyl)-1H-imidazole-5-carboxamide). Run in C(Cl)Cl (DCM). Yield: 97.6%. Reaction SMILES: [Cl:1][C:2]1[N:3]=[CH:4][N:5](COCC[Si](C)(C)C)[C:6]=1[C:7]([NH:9][CH2:10][C:11]1[CH:16]=[CH:15][C:14]([Cl:17])=[C:13]([O:18][C:19]2[CH:24]=[C:23]([C:25]#[N:26])[C:22]([F:27])=[CH:21][C:20]=2[N+:28]([O-:30])=[O:29])[C:12]=1[F:31])=[O:8].C(O)(C(F)(F)F)=O>C(Cl)Cl>[Cl:1][C:2]1[N:3]=[CH:4][NH:5][C:6]=1[C:7]([NH:9][CH2:10][C:11]1[CH:16]=[CH:15][C:14]([Cl:17])=[C:13]([O:18][C:19]2[CH:24]=[C:23]([C:25]#[N:26])[C:22]([F:27])=[CH:21][C:20]=2[N+:28]([O-:30])=[O:29])[C:12]=1[F:31])=[O:8]. Starting materials: ClC=1N=CN(C1C(=O)NCC1=C(C(=C(C=C1)Cl)OC1=C(C=C(C(=C1)C#N)F)[N+](=O)[O-])F)COCC[Si](C)(C)C (4-chloro-N-({4-chloro-3-[(5-cyano-4-fluoro-2-nitrophenyl)oxy]-2-fluorophenyl}methyl)-1-({[2-(trimethylsilyl)ethyl]oxy}methyl)-1H-imidazole-5-carboxamide), C(=O)(C(F)(F)F)O (TFA). Reported procedure: To a solution of 4-chloro-N-({4-chloro-3-[(5-cyano-4-fluoro-2-nitrophenyl)oxy]-2-fluorophenyl}methyl)-1-({[2-(trimethylsilyl)ethyl]oxy}methyl)-1H-imidazole-5-carboxamide (78.0 mg, 0.085 mmol) in DCM (7 ml) was added TFA (3.0 mL) and the reaction mixture was stirred at RT for 2 hours. The solvent was removed and the crude material was purified via reverse phase HPLC to give 4-chloro-N-({4-chloro-3-[(5-cyano-4-fluoro-2-nitrophenyl)oxy]-2-fluorophenyl}methyl)-1H-imidazole-5-carboxamide (39 mg, 0.08... Conditions: time 2 hour. Starting materials: N1N=CC=C1 (pyrazole), ClC=1N=C(C2=C(N1)SC=C2C)NCC2=CC(=C(C=C2)OC)Cl (2-chloro-5-methyl-4-(3-chloro-4-methoxybenzylamino)-thieno-[2,3-d]-pyrimidine). Product: N1(N=CC=C1)C=1N=C(C2=C(N1)SC=C2C)NCC2=CC(=C(C=C2)OC)Cl (2-(pyrazol-1-yl)-5-methyl-4-(3-chloro-4-methoxybenzylamino)-thieno-[2,3-d]-pyrimidine). Procedure: Following the procedure of Example 97, the reaction of pyrazole with 2-chloro-5-methyl-4-(3-chloro-4-methoxybenzylamino)-thieno-[2,3-d]-pyrimidine gives 2-(pyrazol-1-yl)-5-methyl-4-(3-chloro-4-methoxybenzylamino)-thieno-[2,3-d]-pyrimidine. As a reaction SMILES: [NH:1]1[CH:5]=[CH:4][CH:3]=[N:2]1.Cl[C:7]1[N:8]=[C:9]([NH:17][CH2:18][C:19]2[CH:24]=[CH:23][C:22]([O:25][CH3:26])=[C:21]([Cl:27])[CH:20]=2)[C:10]2[C:15]([CH3:16])=[CH:14][S:13][C:11]=2[N:12]=1>>[N:1]1([C:7]2[N:8]=[C:9]([NH:17][CH2:18][C:19]3[CH:24]=[CH:23][C:22]([O:25][CH3:26])=[C:21]([Cl:27])[CH:20]=3)[C:10]3[C:15]([CH3:16])=[CH:14][S:13][C:11]=3[N:12]=2)[CH:5]=[CH:4][CH:3]=[N:2]1. The reactants are CCOCC (ether), [O-]S(=O)(=O)[O-].[Mg+2] (MgSO4), ClN1C(CCC1=O)=O (N-chlorosuccinimide), C(C)(C)[Si](OC(=C)C1=NC=CC=N1)(C(C)C)C(C)C (2-{1-[(Triisopropylsilyl)oxy]vinyl}pyrimidine). Solvent: C1CCOC1 (THF), CCCCCC (hexane). The product is ClC=C(O[Si](C(C)C)(C(C)C)C(C)C)C1=NC=CC=N1 (2-{2-Chloro-1-[(triisopropylsilyl)oxy]ethenyl}pyrimidine). RXN SMILES: [Cl:1]N1C(=O)CCC1=O.[CH:9]([Si:12]([CH:25]([CH3:27])[CH3:26])([CH:22]([CH3:24])[CH3:23])[O:13][C:14]([C:16]1[N:21]=[CH:20][CH:19]=[CH:18][N:17]=1)=[CH2:15])([CH3:11])[CH3:10].CCOCC.[O-]S([O-])(=O)=O.[Mg+2]>C1COCC1.CCCCCC>[Cl:1][CH:15]=[C:14]([C:16]1[N:17]=[CH:18][CH:19]=[CH:20][N:21]=1)[O:13][Si:12]([CH:9]([CH3:10])[CH3:11])([CH:22]([CH3:24])[CH3:23])[CH:25]([CH3:27])[CH3:26] |f:3.4|. Reported procedure: N-chlorosuccinimide (9.97 g, 74.7 mmol) was added to a solution of 2-{1-[(Triisopropylsilyl)oxy]vinyl}pyrimidine (17.3 g, 62.2 mmol) in dry THF (120 ml) under N2 then heated at 65° for 5 hr. After cooling, ether (275 ml) was added and then washed with sat sodium bicarbonate solution (2×100 ml). The organic layer was dried over sodium sulfate, filtered and evaporated to leave an amber oil. This oil was dissolved in hexane (250 ml), treated with MgSO4 and filtered. Evaporation afforded the product... Starting materials: Cl.C(C1=CC=CC=C1)N(CCC(=O)C1=CC=C(C=C1)F)C (3-(benzyl-methylamino)-1-(p-fluorophenyl)-propan-1-one hydrochloride). Reagents/catalysts: [Pd] (Pd). Solvent: CO.O (MeOH water). Conditions: time 1 hour. Product: Cl.FC1=CC=C(C=C1)C(CCNC)=O (1-(p-fluorophenyl)-3-methylamino-propan-1-one hydrochloride). The yield is 95.9%. As a reaction SMILES: [ClH:1].[CH2:2]([N:9](C)[CH2:10][CH2:11][C:12]([C:14]1[CH:19]=[CH:18][C:17]([F:20])=[CH:16][CH:15]=1)=[O:13])C1C=CC=CC=1>CO.O.[Pd]>[ClH:1].[F:20][C:17]1[CH:16]=[CH:15][C:14]([C:12](=[O:13])[CH2:11][CH2:10][NH:9][CH3:2])=[CH:19][CH:18]=1 |f:0.1,2.3,5.6|. Procedure details: To a solution of 42.15 g (0.137 mole) of compound VI dissolved in 221 mL of a MeOH-water (1:1) mixture were added 9.68 g of Pd over 5% carbon (56.5% water). The mixture was hydrogenated at atmospheric pressure for 1 hour. The catalyst was filtered and the solvent was evaporated to dryness. The solid formed was recrystallized from AcCN and acetone to give 28.6 g (96%) of compound VII as a white crystalline solid. Starting materials: C(C1=CC=CC=C1)OC(CCC(CCCCCCCCCCCCCC)(C(=O)O)C(=O)O)=O (Benzyl-4,4-dicarboxyoctadecanoate). The solvent is CN(C)C=O (DMF). Yields the product C(C1=CC=CC=C1)OC(CCC(CCCCCCCCCCCCCC)C(=O)O)=O (Benzyl-4-carboxyoctadecanoate). RXN SMILES: [CH2:1]([O:8][C:9](=[O:33])[CH2:10][CH2:11][C:12](C(O)=O)([C:27]([OH:29])=[O:28])[CH2:13][CH2:14][CH2:15][CH2:16][CH2:17][CH2:18][CH2:19][CH2:20][CH2:21][CH2:22][CH2:23][CH2:24][CH2:25][CH3:26])[C:2]1[CH:7]=[CH:6][CH:5]=[CH:4][CH:3]=1>CN(C=O)C>[CH2:1]([O:8][C:9](=[O:33])[CH2:10][CH2:11][CH:12]([C:27]([OH:29])=[O:28])[CH2:13][CH2:14][CH2:15][CH2:16][CH2:17][CH2:18][CH2:19][CH2:20][CH2:21][CH2:22][CH2:23][CH2:24][CH2:25][CH3:26])[C:2]1[CH:7]=[CH:6][CH:5]=[CH:4][CH:3]=1. Reported procedure: A solution of benzyl-4,4-dicarboxyoctadecanoate 36 (1.14 g, 2.5 mmol) in moist DMF (100 mL DMF; 1 mL H2O) was stirred for 2 days (100°-105° C.) then solvent was removed by rotary evaporation. Crystallization from hexane yielded product 8 as a white solid (950 mg, 91%), mp 62°-63° C. High resolution FAB MS: C26H43O4 (M+H); Theor. 419.3161353. Found 419.3144060. Anal. C26H42O4 :C,H. The reactants are Clc1ccc(I)cc1, CC(C)C(=O)Nc1cccc(C2CCN(Cc3cccc4[nH]ccc34)CC2)c1. RXN SMILES: [Cl:1][c:2]1[cH:3][cH:4][c:5]([I:8])[cH:6][cH:7]1.[nH:9]1[cH:10][cH:11][c:12]2[c:13]([CH2:18][N:19]3[CH2:20][CH2:21][CH:22]([c:25]4[cH:26][c:27]([NH:31][C:32]([CH:33]([CH3:34])[CH3:35])=[O:36])[cH:28][cH:29][cH:30]4)[CH2:23][CH2:24]3)[cH:14][cH:15][cH:16][c:17]12>>[Cl:1][c:2]1[cH:3][cH:4][c:5](-[n:9]2[cH:10][cH:11][c:12]3[c:13]([CH2:18][N:19]4[CH2:20][CH2:21][CH:22]([c:25]5[cH:26][c:27]([NH:31][C:32]([CH:33]([CH3:34])[CH3:35])=[O:36])[cH:28][cH:29][cH:30]5)[CH2:23][CH2:24]4)[cH:14][cH:15][cH:16][c:17]23)[cH:6][cH:7]1. The product is CC(C)C(=O)Nc1cccc(C2CCN(Cc3cccc4c3ccn4-c3ccc(Cl)cc3)CC2)c1.